From a dataset of the Open Reaction Database (ORD), a public repository of structured organic reaction records. describe an organic reaction: reactants, conditions, products, and yield Conditions: time 15 minute. Starting materials: Br[C@H]1C([C@]2(C)[C@@H](C1)[C@@H]1CC=C3CCCC[C@]3(C)[C@H]1CC2)=O (16α-Bromo-5-androsten-17-one), O=O (oxygen), [OH-].[Na+] (NaOH), ice water, Cl (HCl). Product: O[C@H]1C([C@]2(C)[C@@H](C1)[C@@H]1CC=C3CCCC[C@]3(C)[C@H]1CC2)=O (16αHydroxy-5-androsten-17-one). As a reaction SMILES: Br[C@@H:2]1[CH2:7][C@H:6]2[C@H:8]3[C@H:18]([CH2:19][CH2:20][C@:4]2([CH3:5])[C:3]1=[O:21])[C@:16]1([CH3:17])[C:11]([CH2:12][CH2:13][CH2:14][CH2:15]1)=[CH:10][CH2:9]3.[O:22]=O.[OH-].[Na+].Cl>N1C=CC=CC=1.O>[OH:22][C@@H:2]1[CH2:7][C@H:6]2[C@H:8]3[C@H:18]([CH2:19][CH2:20][C@:4]2([CH3:5])[C:3]1=[O:21])[C@:16]1([CH3:17])[C:11]([CH2:12][CH2:13][CH2:14][CH2:15]1)=[CH:10][CH2:9]3 |f:2.3|. Solvent: N1=CC=CC=C1 (pyridine), O (water). Procedure: To a solution of 16α-Bromo-5-androsten-17-one (7.92 g, 20 mmoles) in pyridine (300 ml) and water (64 ml) in an oxygen atmosphere was added 36 ml (36 mmoles) of 1N NaOH. After stirring the mixture for 15 minutes at room temperature under O2, it was added to 1 L of ice water containing 330 ml of concentrated HCl. The crystallized precipitate which formed was filtered off, washed with water, and recrystallized from methanol as leaflets (2, 80 g), mp 168°-172°. HPLC of the mother liquor on a silica ... RXN SMILES: C[CH2:2][C:3]([C:6]([O:8][C@@H:9]1[C@@H:14]2[C@@H:15]([CH2:20][CH2:21][C@@H:22](O)[CH2:23][C@@H:24]([OH:29])[CH2:25][C:26]([O-:28])=[O:27])[C@@H:16]([CH3:19])[CH:17]=[CH:18][C:13]2=[CH:12][C@H:11]([CH3:31])[CH2:10]1)=[O:7])([CH3:5])[CH3:4].[NH4+].[CH4:33]>C1(C)C=CC=CC=1>[CH3:33][CH2:4][C:3]([C:6]([O:8][C@@H:9]1[C@@H:14]2[C@@H:15]([CH2:20][CH2:21][C@H:22]3[O:27][C:26](=[O:28])[CH2:25][C@H:24]([OH:29])[CH2:23]3)[C@@H:16]([CH3:19])[CH:17]=[CH:18][C:13]2=[CH:12][C@H:11]([CH3:31])[CH2:10]1)=[O:7])([CH3:5])[CH3:2] |f:0.1|. Solvent: C1(=CC=CC=C1)C (toluene). Yields the product CCC(C)(C)C(=O)O[C@H]1C[C@H](C=C2[C@H]1[C@H]([C@H](C=C2)C)CC[C@@H]3C[C@H](CC(=O)O3)O)C (simvastatin). Reported procedure: The ammonium salt of step 3 (15 gm) is suspended in toluene (500 ml) and heated at 100° C. under a constant sweep of nitrogen for 5 hours. The solution is cooled to 25° C., activated charcoal (1 gm) is added stirred for 30 minutes and then filtered through celite-bed. The filtrate is concentrated under reduced pressure to a volume of 70 ml. Cyclohexane (200 ml) is added, refluxed for 20 minutes, cooled to 10° C. and stirred for 3 hours at 10° C. The precipitated solid is filtered and washed with... Reaction conditions: temperature 100 celsius, time 30 minute. Starting materials: CCC(C)(C)C(=O)O[C@H]1C[C@H](C=C2[C@H]1[C@H]([C@H](C=C2)C)CC[C@H](C[C@H](CC(=O)[O-])O)O)C.[NH4+] (simvastatin ammonium salt), C (charcoal). The reactants are O=C([O-])O, CCO, Cl, [Na+], O, CCCc1c2c(c(O)c3c(=O)cc(C(=O)OCC)oc13)CCCC2. The product is CCCc1c2c(c(O)c3c(=O)cc(C(=O)O)oc13)CCCC2. As a reaction SMILES: [C:25](=[O:26])([OH:27])[O-:28].[CH3:31][CH2:32][OH:33].[ClH:30].[Na+:29].[OH2:34].[OH:1][c:2]1[c:3]2[c:8]([c:9]([CH2:22][CH2:23][CH3:24])[c:10]3[o:11][c:12]([C:17](=[O:18])[O:19][CH2:20][CH3:21])[cH:13][c:14](=[O:16])[c:15]13)[CH2:7][CH2:6][CH2:5][CH2:4]2>>[OH:1][c:2]1[c:3]2[c:8]([c:9]([CH2:22][CH2:23][CH3:24])[c:10]3[o:11][c:12]([C:17](=[O:18])[OH:19])[cH:13][c:14](=[O:16])[c:15]13)[CH2:7][CH2:6][CH2:5][CH2:4]2. Starting materials: [OH-].[Li+] (lithium hydroxide), COC(=O)C1=CC=C(CC(CCC2=CC=C(C(=O)OC)C=C2)\C=C\C2=C(C=CC=C2)OCCCN2C(CCC2)=O)C=C1 (Methyl 4-[(4E)-3-[4-(methoxycarbonyl)benzyl]-5-{2-[3-(2-oxopyrrolidin-1-yl)propoxy]phenyl}pent-4-en-1-yl]benzoate). Solvent: C1CCOC1 (THF), O (water). Reaction conditions: temperature 50 celsius, time 12 hour. The product is C(=O)(O)C1=CC=C(CC(CCC2=CC=C(C(=O)O)C=C2)\C=C\C2=C(C=CC=C2)OCCCN2C(CCC2)=O)C=C1 (4-[(4E)-3-(4-Carboxybenzyl)-5-{2-[3-(2-oxopyrrolidin-1-yl)propoxy]phenyl}pent-4-en-1-yl]-benzoic acid). RXN SMILES: [OH-].[Li+].C[O:4][C:5]([C:7]1[CH:44]=[CH:43][C:10]([CH2:11][CH:12](/[CH:25]=[CH:26]/[C:27]2[CH:32]=[CH:31][CH:30]=[CH:29][C:28]=2[O:33][CH2:34][CH2:35][CH2:36][N:37]2[CH2:41][CH2:40][CH2:39][C:38]2=[O:42])[CH2:13][CH2:14][C:15]2[CH:24]=[CH:23][C:18]([C:19]([O:21]C)=[O:20])=[CH:17][CH:16]=2)=[CH:9][CH:8]=1)=[O:6]>C1COCC1.O>[C:5]([C:7]1[CH:8]=[CH:9][C:10]([CH2:11][CH:12](/[CH:25]=[CH:26]/[C:27]2[CH:32]=[CH:31][CH:30]=[CH:29][C:28]=2[O:33][CH2:34][CH2:35][CH2:36][N:37]2[CH2:41][CH2:40][CH2:39][C:38]2=[O:42])[CH2:13][CH2:14][C:15]2[CH:24]=[CH:23][C:18]([C:19]([OH:21])=[O:20])=[CH:17][CH:16]=2)=[CH:43][CH:44]=1)([OH:6])=[O:4] |f:0.1|. Procedure details: 492 mg (20.5 mmol) of lithium hydroxide are added to a solution of 3.90 g (6.8 mmol) of methyl 4-[(4E)-3-[4-(methoxycarbonyl)benzyl]-5-{2-[3-(2-oxopyrrolidin-1-yl)propoxy]phenyl}pent-4-en-1-yl]benzoate (Example 21A) in 20 ml of THF and 20 ml of water, and the mixture is stirred at 50° C. for 12 h. The mixture is then cooled and extracted three times with ethyl acetate. The aqueous phase is then adjusted to pH 2 using 1 M hydrochloric acid and extracted three times with ethyl acetate. The latter ... Reactants: N[C@@H]([C@@H](C)CC)C(=O)O (L-isoleucine), N[C@@H]([C@@H](C)CC)C(=O)O (L-isoleucine), C(C)(=O)O (acetic acid), N(=O)[O-].[Na+] (sodium nitrite). The solvent is C(C)OCC (Diethyl ether). Conditions: time 1 hour. Product: O[C@H](C(=O)OCC)[C@H](CC)C (Ethyl (2S,3S)-2-hydroxy-3-methylvalerate). Isolated yield 43.7%. RXN SMILES: N[C@H:2]([C:7]([OH:9])=[O:8])[C@H:3]([CH2:5][CH3:6])[CH3:4].[C:10](O)(=O)[CH3:11].N([O-])=[O:15].[Na+]>C(OCC)C>[OH:15][C@@H:2]([C@@H:3]([CH3:4])[CH2:5][CH3:6])[C:7]([O:9][CH2:10][CH3:11])=[O:8] |f:2.3|. Procedure: In a 300 ml flask were charged 20 g of L-isoleucine (compound (30), R1 =ethyl) and 200 ml of 50% acetic acid, and an aqueous solution of 21 g of sodium nitrite was added thereto dropwise under cooling with ice. After the addition, the mixture was stirred at room temperature for 1 hour and extracted with diethyl ether. Diethyl ether was removed by distillation, and to the residue were added 0.5 g of p-toluenesulfonic acid, 300 ml of ethanol, and 100 ml of benzene, followed by heat-refluxing while... Reactants: CS(=O)(=O)OCCC(C)(C)N=[N+]=[N-] (3-azido-3-methylbutyl methanesulfonate), N12CCC(CC1)CC2 (quinuclidine), C12H23N4. Solvent: CC(CCC)=O (2-pentanone). Product: CS(=O)(=O)[O-].N(=[N+]=[N-])C(CC[N+]12CCC(CC1)CC2)(C)C (1-(3-Azido-3-methylbutyl)-1-azoniabicyclo[2.2.2]octane methanesulfonate). Reaction SMILES: [CH3:1][S:2]([O:5][CH2:6][CH2:7][C:8]([N:11]=[N+:12]=[N-:13])([CH3:10])[CH3:9])(=[O:4])=[O:3].[N:14]12[CH2:21][CH2:20][CH:17]([CH2:18][CH2:19]1)[CH2:16][CH2:15]2>CC(=O)CCC>[CH3:1][S:2]([O-:5])(=[O:4])=[O:3].[N:11]([C:8]([CH3:10])([CH3:9])[CH2:7][CH2:6][N+:14]12[CH2:21][CH2:20][CH:17]([CH2:18][CH2:19]1)[CH2:16][CH2:15]2)=[N+:12]=[N-:13] |f:3.4|. Procedure: In a 1 dram vial, a solution of 3-azido-3-methylbutyl methanesulfonate (0.45 g, 2.19 mmol) and quinuclidine (0.21 g, 1.9 mmol) in 2-pentanone (2.0 mL) was heated on a heat block at 110° C. for 16 h. The suspension was cooled, filtered, and rinsed with diethyl ether (50 mL). The filtrate was discarded and the solid was dried under high vacuum to give a white solid. (052 g, 74.7%). 1H NMR (D2O, 400 MHz): δ 1.35 (s, 6H), 1.95-2.05 (m, 8H), 2.18-2.22 (pent, J=3.6, 1H), 2.82 (s, 3H), 3.24-3.30 (m, 2H...